From a dataset of the Open Reaction Database (ORD), a public repository of structured organic reaction records. describe an organic reaction: reactants, conditions, products, and yield Starting materials: O=C(Cl)C(=O)Cl, ClCCl, C=CCC(C(=O)O)c1ccc(F)cc1, CN(C)C=O. Product: C=CCC(C(=O)Cl)c1ccc(F)cc1. As a reaction SMILES: [Cl:15][C:16]([C:17]([Cl:18])=[O:19])=[O:20].[Cl:26][CH2:27][Cl:28].[F:1][c:2]1[cH:3][cH:4][c:5]([CH:8]([C:9](=[O:10])[OH:11])[CH2:12][CH:13]=[CH2:14])[cH:6][cH:7]1.[O:21]=[CH:22][N:23]([CH3:24])[CH3:25]>>[F:1][c:2]1[cH:3][cH:4][c:5]([CH:8]([C:9](=[O:10])[Cl:15])[CH2:12][CH:13]=[CH2:14])[cH:6][cH:7]1.